Dataset: the Open Reaction Database (ORD), a public repository of structured organic reaction records. Task: describe an organic reaction: reactants, conditions, products, and yield The reactants are CCC1(O)C(=O)OCc2c1cc1n(c2=O)Cc2c-1nc1ccccc1c2CC[Si](C)(C)CCCBr, CN(C)C=O, c1c[nH]cn1. The product is CCC1(O)C(=O)OCc2c1cc1n(c2=O)Cc2c-1nc1ccccc1c2CC[Si](C)(C)CCCn1ccnc1. RXN SMILES: [Br:1][CH2:2][CH2:3][CH2:4][Si:5]([CH2:6][CH2:7][c:8]1[c:9]2[c:10]([n:11][c:12]3[c:20]1[CH2:19][n:18]1[c:13]-3[cH:14][c:15]3[c:16]([c:17]1=[O:21])[CH2:22][O:23][C:24](=[O:29])[C:25]3([OH:26])[CH2:27][CH3:28])[cH:30][cH:31][cH:32][cH:33]2)([CH3:34])[CH3:35].[CH3:41][N:42]([CH3:43])[CH:44]=[O:45].[nH:36]1[cH:37][n:38][cH:39][cH:40]1>>[CH2:2]([CH2:3][CH2:4][Si:5]([CH2:6][CH2:7][c:8]1[c:9]2[c:10]([n:11][c:12]3[c:20]1[CH2:19][n:18]1[c:13]-3[cH:14][c:15]3[c:16]([c:17]1=[O:21])[CH2:22][O:23][C:24](=[O:29])[C:25]3([OH:26])[CH2:27][CH3:28])[cH:30][cH:31][cH:32][cH:33]2)([CH3:34])[CH3:35])[n:36]1[cH:37][n:38][cH:39][cH:40]1.